From a dataset of the Open Reaction Database (ORD), a public repository of structured organic reaction records. describe an organic reaction: reactants, conditions, products, and yield Reactants: C(C)(C)(C)OC(=O)N1CCC(CC1)=O (Tert-butyl-4-oxo-1-piperidinecarboxylate), COC(N(C)C)OC (N,N-dimethylformamide dimethyl acetal), CN(C=O)C (N,N-dimethylformamide). The solvent is C1CCCCC1 (cyclohexane). Conditions: temperature 90 celsius, time 16 hour. The product is C(C)(C)(C)OC(=O)N1CC(C(CC1)=O)=CN(C)C (tert-Butyl-3-[(dimethylamino)methylene]-4-oxo-1-piperidinecarboxylate). The yield is 66.8%. As a reaction SMILES: [C:1]([O:5][C:6]([N:8]1[CH2:13][CH2:12][C:11](=[O:14])[CH2:10][CH2:9]1)=[O:7])([CH3:4])([CH3:3])[CH3:2].CO[CH:17](OC)[N:18]([CH3:20])[CH3:19].CN(C)C=O>C1CCCCC1>[C:1]([O:5][C:6]([N:8]1[CH2:9][CH2:10][C:11](=[O:14])[C:12](=[CH:17][N:18]([CH3:20])[CH3:19])[CH2:13]1)=[O:7])([CH3:4])([CH3:2])[CH3:3]. Reported procedure: Tert-butyl-4-oxo-1-piperidinecarboxylate (10 g, 50 mmol) and N,N-dimethylformamide dimethyl acetal (7.3 mL, 55 mmol) were added to N,N-dimethylformamide (75 mL) under nitrogen gas and the mixture heated at 90° C. for 8 hours and then stirred for a further 16 hours at room temperature. The reaction mixture was concentrated under reduced pressure, and the residue partitioned between ethyl acetate (200 mL) and brine (200 mL). The aqueous phase was re-extracted with ethyl acetate (200 mL). The combi...